Dataset: the Open Reaction Database (ORD), a public repository of structured organic reaction records. Task: describe an organic reaction: reactants, conditions, products, and yield The reactants are CC(N=C=NC(C)C)C (DIC), FF (fluorine), resultant mixture, C(C)(=O)OC(COC)C (propylene glycol monomethyl ether acetate). Product: C1(CCCCC1)=O (cyclohexanone), C1(CCCO1)=O (γ-butyrolactone). As a reaction SMILES: [CH3:1][CH:2]([CH3:9])N=C=NC(C)C.FF.[C:12]([O:15][CH:16]([CH3:20])[CH2:17][O:18]C)(=[O:14])[CH3:13]>>[C:17]1(=[O:18])[CH2:16][CH2:20][CH2:9][CH2:2][CH2:1]1.[C:12]1(=[O:14])[O:15][CH2:16][CH2:20][CH2:13]1. Procedure: To 2 g of the resin obtained in Synthesis Example 2, 0.01 g of a surfactant (manufactured by DIC Corporation, product name: MEGAFAC [trade name] R-30, composed of a fluorine-based surfactant) was added. The resultant mixture was dissolved in 3.5 g of propylene glycol monomethyl ether acetate, 18.4 g of cyclohexanone, and 1.2 g of γ-butyrolactone to obtain a solution. Subsequently, the solution was filtered using a polyethylene microfilter with a pore diameter of 0.2 μm to prepare a solution of t... Reactants: Cl.O1CCOCC1 (hydrochloric acid dioxane), N1N=CC2=CC(=CC=C12)CNC(=O)C1CCN(CC1)C(=O)OC(C)(C)C (tert-butyl 4{[(1H-indazol-5-ylmethyl)amino]carbonyl}-1-piperidinecarboxylate), C(O)([O-])=O.[Na+] (sodium hydrogencarbonate). Reaction conditions: time 2 hour. Product: N1N=CC2=CC(=CC=C12)CNC(=O)C1CCNCC1 (N-(1H-indazol-5-ylmethyl)-4-piperidinecarboxamide). Yield: 8.7%. Reaction SMILES: Cl.O1CCOCC1.[NH:8]1[C:16]2[C:11](=[CH:12][C:13]([CH2:17][NH:18][C:19]([CH:21]3[CH2:26][CH2:25][N:24](C(OC(C)(C)C)=O)[CH2:23][CH2:22]3)=[O:20])=[CH:14][CH:15]=2)[CH:10]=[N:9]1.C(=O)([O-])O.[Na+]>>[NH:8]1[C:16]2[C:11](=[CH:12][C:13]([CH2:17][NH:18][C:19]([CH:21]3[CH2:26][CH2:25][NH:24][CH2:23][CH2:22]3)=[O:20])=[CH:14][CH:15]=2)[CH:10]=[N:9]1 |f:0.1,3.4|. Reported procedure: A 4N-hydrochloric acid/dioxane solution (2.0 ml) was added to tert-butyl 4{[(1H-indazol-5-ylmethyl)amino]carbonyl}-1-piperidinecarboxylate (160 mg, 0.446 mmol), and the resulting mixture was stirred at room temperature for 2 hours. Then, the reaction solution was poured into a saturated aqueous sodium hydrogencarbonate solution and extracted with chloroform. The organic layer was dried over anhydrous magnesium sulfate and distilled under reduced pressure to remove the solvent. The resulting resi... Starting materials: BrC1=CC=C(C=C1)CBr (1-bromo-4-(bromomethyl)benzene), solution, C(C)(C)[N-]C(C)C.[Li+] (lithium diisopropylamide), C(C(C)C)OC1=CC(CC1)=O (3-Isobutoxycyclopent-2-enone). Solvent: O1CCCC1 (tetrahydrofuran), O1CCCC1 (tetrahydrofuran). Run at temperature -78 celsius, time 45 minute. Product: BrC1=CC=C(CC2CC(=CC2=O)OCC(C)C)C=C1 (5-(4-Bromobenzyl)-3-isobutoxycyclopent-2-enone). Isolated yield 40.0%. RXN SMILES: [CH2:1]([O:5][C:6]1[CH2:10][CH2:9][C:8](=[O:11])[CH:7]=1)[CH:2]([CH3:4])[CH3:3].C([N-]C(C)C)(C)C.[Li+].[Br:20][C:21]1[CH:26]=[CH:25][C:24]([CH2:27]Br)=[CH:23][CH:22]=1>O1CCCC1>[Br:20][C:21]1[CH:26]=[CH:25][C:24]([CH2:27][CH:9]2[C:8](=[O:11])[CH:7]=[C:6]([O:5][CH2:1][CH:2]([CH3:4])[CH3:3])[CH2:10]2)=[CH:23][CH:22]=1 |f:1.2|. Procedure details: 3-Isobutoxycyclopent-2-enone (3, 0.130 g, 0.84 mmol) in anhydrous tetrahydrofuran (2.0 mL) was cooled to −78° C. and a freshly prepared 1M solution of lithium diisopropylamide (1.0 mL, 1.0 mmol) was added dropwise. The mixture was stirred at −78° C. for 45 min and a solution of 1-bromo-4-(bromomethyl)benzene (0.210 g, 0.84 mmol) in anhydrous tetrahydrofuran (3.0 mL) was added dropwise. The resulting mixture was stirred for 1 h allowing the temperature to rise to rt. The reaction was quenched wit... Reactants: C(C)(C)C1=CC(=C(C=C1)C1=CC=CC=C1)OC (4-isopropyl-2-methoxybiphenyl). Solvent: Br (hydrobromic acid), C(C)(=O)O (acetic acid), O (water). The product is OC1=C(C=CC(=C1)C(C)C)C1=CC=CC=C1 (2-hydroxy-4-isopropylbiphenyl). Reaction SMILES: [CH:1]([C:4]1[CH:9]=[CH:8][C:7]([C:10]2[CH:15]=[CH:14][CH:13]=[CH:12][CH:11]=2)=[C:6]([O:16]C)[CH:5]=1)([CH3:3])[CH3:2]>Br.C(O)(=O)C.O>[OH:16][C:6]1[CH:5]=[C:4]([CH:1]([CH3:3])[CH3:2])[CH:9]=[CH:8][C:7]=1[C:10]1[CH:11]=[CH:12][CH:13]=[CH:14][CH:15]=1. Procedure details: A mixture of 4-isopropyl-2-methoxybiphenyl (3.8g from Example 5) in aqueous hydrobromic acid (150ml; 48%) and acetic acid (glacial, 50ml) was stirred under reflux for 7 hours. The mixture was cooled, diluted with water and extracted with ether. The extract was washed with water, dried, evaporated and distilled to give 2-hydroxy-4-isopropylbiphenyl, b.p. 112°-113°/0.2 mm. Yields the product CC(C)(C)OC(=O)Nc1ccc(-c2cscn2)c(F)c1. Reactants: CCCC[Sn](CCCC)(CCCC)c1cscn1, CC(C)(C)OC(=O)Nc1ccc(I)c(F)c1, C1COCCO1, c1ccc(P(c2ccccc2)(c2ccccc2)[Pd](P(c2ccccc2)(c2ccccc2)c2ccccc2)(P(c2ccccc2)(c2ccccc2)c2ccccc2)P(c2ccccc2)(c2ccccc2)c2ccccc2)cc1. As a reaction SMILES: [CH2:17]([Sn:18]([CH2:19][CH2:20][CH2:21][CH3:27])([c:22]1[n:23][cH:24][s:25][cH:26]1)[CH2:28][CH2:29][CH2:30][CH3:31])[CH2:32][CH2:33][CH3:34].[F:1][c:2]1[cH:3][c:4]([NH:9][C:10]([O:11][C:12]([CH3:13])([CH3:14])[CH3:15])=[O:16])[cH:5][cH:6][c:7]1[I:8].[O:35]1[CH2:36][CH2:37][O:38][CH2:39][CH2:40]1.[cH:41]1[cH:42][cH:43][c:44]([P:45]([Pd:46]([P:47]([c:48]2[cH:49][cH:50][cH:51][cH:52][cH:53]2)([c:54]2[cH:55][cH:56][cH:57][cH:58][cH:59]2)[c:60]2[cH:61][cH:62][cH:63][cH:64][cH:65]2)([P:66]([c:67]2[cH:68][cH:69][cH:70][cH:71][cH:72]2)([c:73]2[cH:74][cH:75][cH:76][cH:77][cH:78]2)[c:79]2[cH:80][cH:81][cH:82][cH:83][cH:84]2)[P:85]([c:86]2[cH:87][cH:88][cH:89][cH:90][cH:91]2)([c:92]2[cH:93][cH:94][cH:95][cH:96][cH:97]2)[c:98]2[cH:99][cH:100][cH:101][cH:102][cH:103]2)([c:104]2[cH:105][cH:106][cH:107][cH:108][cH:109]2)[c:110]2[cH:111][cH:112][cH:113][cH:114][cH:115]2)[cH:116][cH:117]1>>[F:1][c:2]1[cH:3][c:4]([NH:9][C:10]([O:11][C:12]([CH3:13])([CH3:14])[CH3:15])=[O:16])[cH:5][cH:6][c:7]1-[c:22]1[n:23][cH:24][s:25][cH:26]1. Reactants: [Li+].[OH-] (LiOH), O (Water), N1(CCCC1)CC1(CC1)CNC(=O)C1=CC=C(C=C1)NC1=NC(=NC(=N1)OCC(F)(F)F)NC1(CC1)C1=CC=C(OCC(=O)OCC)C=C1 (ethyl 2-(4-(1-(4-(4-((1-(pyrrolidin-1-ylmethyl)cyclopropyl)methylcarbamoyl)phenylamino)-6-(2,2,2-trifluoroethoxy)-1,3,5-triazin-2-ylamino)cyclopropyl)phenoxy)acetate). Solvent: C1CCOC1 (THF). Run at temperature 65 celsius. Yields the product N1(CCCC1)CC1(CC1)CNC(=O)C1=CC=C(C=C1)NC1=NC(=NC(=N1)OCC(F)(F)F)NC1(CC1)C1=CC=C(OCC(=O)O)C=C1 (2-(4-(1-(4-(4-((1-(pyrrolidin-1-ylmethyl)cyclopropyl)methylcarbamoyl)phenylamino)-6-(2,2,2-trifluoroethoxy)-1,3,5-triazin-2-ylamino)cyclopropyl)phenoxy)acetic acid). The yield is 50.6%. RXN SMILES: [N:1]1([CH2:6][C:7]2([CH2:10][NH:11][C:12]([C:14]3[CH:19]=[CH:18][C:17]([NH:20][C:21]4[N:26]=[C:25]([O:27][CH2:28][C:29]([F:32])([F:31])[F:30])[N:24]=[C:23]([NH:33][C:34]5([C:37]6[CH:49]=[CH:48][C:40]([O:41][CH2:42][C:43]([O:45]CC)=[O:44])=[CH:39][CH:38]=6)[CH2:36][CH2:35]5)[N:22]=4)=[CH:16][CH:15]=3)=[O:13])[CH2:9][CH2:8]2)[CH2:5][CH2:4][CH2:3][CH2:2]1.[Li+].[OH-].O>C1COCC1>[N:1]1([CH2:6][C:7]2([CH2:10][NH:11][C:12]([C:14]3[CH:15]=[CH:16][C:17]([NH:20][C:21]4[N:26]=[C:25]([O:27][CH2:28][C:29]([F:32])([F:30])[F:31])[N:24]=[C:23]([NH:33][C:34]5([C:37]6[CH:49]=[CH:48][C:40]([O:41][CH2:42][C:43]([OH:45])=[O:44])=[CH:39][CH:38]=6)[CH2:36][CH2:35]5)[N:22]=4)=[CH:18][CH:19]=3)=[O:13])[CH2:9][CH2:8]2)[CH2:2][CH2:3][CH2:4][CH2:5]1 |f:1.2|. Reported procedure: ethyl 2-(4-(1-(4-(4-((1-(pyrrolidin-1-ylmethyl)cyclopropyl)methylcarbamoyl)phenylamino)-6-(2,2,2-trifluoroethoxy)-1,3,5-triazin-2-ylamino)cyclopropyl)phenoxy)acetate (268 mg, 0.392 mmol) was dissolved in THF (Ratio: 1.000, Volume: 2 mL) then LiOH (46.9 mg, 1.960 mmol) and Water (Ratio: 1.000, Volume: 2 mL) were added and the reaction was heated to 65° C. for 2 h. The solvent was removed under vacuum and water was added back to the flask and the pH adjusted to ˜7 with 1N HCl. A solid precipitated... Reactants: CC(C)(C)C(=O)COc1n[nH]c(-c2ccc(S(C)(=O)=O)cc2)c1-c1ccccc1, CC(=O)O, Cc1ccccc1, O, Cc1ccc(S(=O)(=O)O)cc1. Product: CC(=O)n1nc(OCC(=O)C(C)(C)C)c(-c2ccccc2)c1-c1ccc(S(C)(=O)=O)cc1. As a reaction SMILES: [CH3:1][C:2]([C:3]([CH2:4][O:5][c:6]1[n:7][nH:8][c:9](-[c:17]2[cH:18][cH:19][c:20]([S:23](=[O:24])(=[O:25])[CH3:26])[cH:21][cH:22]2)[c:10]1-[c:11]1[cH:12][cH:13][cH:14][cH:15][cH:16]1)=[O:27])([CH3:28])[CH3:29].[CH3:42][C:43]([OH:44])=[O:45].[CH3:46][c:47]1[cH:48][cH:49][cH:50][cH:51][cH:52]1.[OH2:30].[c:31]1([CH3:32])[cH:33][cH:34][c:35]([S:36]([OH:37])(=[O:38])=[O:39])[cH:40][cH:41]1>>[CH3:1][C:2]([C:3]([CH2:4][O:5][c:6]1[n:7][n:8]([C:43]([CH3:42])=[O:44])[c:9](-[c:17]2[cH:18][cH:19][c:20]([S:23](=[O:24])(=[O:25])[CH3:26])[cH:21][cH:22]2)[c:10]1-[c:11]1[cH:12][cH:13][cH:14][cH:15][cH:16]1)=[O:27])([CH3:28])[CH3:29].